Dataset: the Open Reaction Database (ORD), a public repository of structured organic reaction records. Task: describe an organic reaction: reactants, conditions, products, and yield Reactants: O=C/C=C/C(=O)OCC (ethyl trans-4-oxo-2-butenoate), COC1=CC=C(C=C1)S(=O)(=O)N=C\C=C\C=1OC=CC1 (trans-N-(4-methoxybenzenesulfonyl)-3-(furan-2-yl)prop-2-en-1-imine), hexanes i-PrOH. The solvent is C(Cl)(Cl)Cl (CHCl3). Yields the product O1C(=CC=C1)[C@@H]1[C@@H](C(N(C=C1)S(=O)(=O)C1=CC=C(C=C1)OC)=O)CC(=O)OCC (Ethyl 2-((3S,4S)-4-(furan-2-yl)-1-(4-methoxyphenylsulfonyl)-2-oxo-1,2,3,4-tetrahydro-pyridin-3-yl)acetate). Yield: 71.0%. As a reaction SMILES: [O:1]=[CH:2]/[CH:3]=[CH:4]/[C:5]([O:7][CH2:8][CH3:9])=[O:6].[CH3:10][O:11][C:12]1[CH:17]=[CH:16][C:15]([S:18]([N:21]=[CH:22]/[CH:23]=[CH:24]/[C:25]2[O:26][CH:27]=[CH:28][CH:29]=2)(=[O:20])=[O:19])=[CH:14][CH:13]=1>C(Cl)(Cl)Cl>[O:26]1[CH:27]=[CH:28][CH:29]=[C:25]1[C@H:24]1[CH:23]=[CH:22][N:21]([S:18]([C:15]2[CH:14]=[CH:13][C:12]([O:11][CH3:10])=[CH:17][CH:16]=2)(=[O:19])=[O:20])[C:2](=[O:1])[C@H:3]1[CH2:4][C:5]([O:7][CH2:8][CH3:9])=[O:6]. Procedure details: The title compound was prepared according to the general procedure from ethyl trans-4-oxo-2-butenoate and trans-N-(4-methoxybenzenesulfonyl)-3-(furan-2-yl)prop-2-en-1-imine using 10 mol % 9 as the catalyst in 71% yield as a yellow solid. [α]D20 (c 1.58, CHCl3)=+125.7; mp=98-100° C.; 1H NMR (400 MHz, CDCl3) δ 7.98 (dd, 2H, J=7.0, 1.9 Hz), 7.12 (d, 2H, J=8.0 Hz), 7.00 (dd, 21-1, J=7.0, 1.9 Hz), 6.87 (d, 1H, J=1.8 Hz), 6.11 (dd, 1H, J=3.2, 1.8 Hz), 5.82 (d, 1H, J=3.2 Hz), 5.51 (dd, 1H, J=8.0, 6.8 H... Yields the product CC(C)(C)[Si](C)(C)Oc1cccc2ccc(-c3nnc4cc(CN5C(=O)c6ccccc6C5=O)ccn34)nc12. RXN SMILES: [C:13]([CH3:14])([CH3:15])([CH3:16])[Si:17]([O:18][c:19]1[cH:20][cH:21][cH:22][c:23]2[cH:24][cH:25][c:26](-[c:29]3[n:30][n:31][c:32]4[n:33]3[cH:34][cH:35][c:36]([CH2:38][OH:39])[cH:37]4)[n:27][c:28]12)([CH3:40])[CH3:41].[C:42]1(=[O:52])[NH:43][C:44](=[O:51])[c:45]2[cH:46][cH:47][cH:48][cH:49][c:50]21.[CH2:72]1[O:73][CH2:74][CH2:75][CH2:76]1.[O:1]=[C:2]([O:3][CH2:4][CH3:5])[N:6]=[N:7][C:8]([O:9][CH2:10][CH3:11])=[O:12].[c:53]1([P:54]([c:55]2[cH:56][cH:57][cH:58][cH:59][cH:60]2)[c:61]2[cH:62][cH:63][cH:64][cH:65][cH:66]2)[cH:67][cH:68][cH:69][cH:70][cH:71]1>>[C:13]([CH3:14])([CH3:15])([CH3:16])[Si:17]([O:18][c:19]1[cH:20][cH:21][cH:22][c:23]2[cH:24][cH:25][c:26](-[c:29]3[n:30][n:31][c:32]4[n:33]3[cH:34][cH:35][c:36]([CH2:38][N:43]3[C:42](=[O:52])[c:50]5[c:45]([cH:46][cH:47][cH:48][cH:49]5)[C:44]3=[O:51])[cH:37]4)[n:27][c:28]12)([CH3:40])[CH3:41]. Starting materials: CC(C)(C)[Si](C)(C)Oc1cccc2ccc(-c3nnc4cc(CO)ccn34)nc12, O=C1NC(=O)c2ccccc21, C1CCOC1, CCOC(=O)N=NC(=O)OCC, c1ccc(P(c2ccccc2)c2ccccc2)cc1. The reactants are 5,7-Difluoro-1-methyl-tetralol, C1(=CC=CC=C1)C(O)(C1=CC=CC=C1)C1=CC=CC=C1 (triphenylmethanol), FC(C(=O)OC(C(F)(F)F)=O)(F)F (trifluoroacetic acid anhydride), FC(C(=O)O)(F)F (trifluoroacetic acid). Yields the product FC1=C2C=CC=C(C2=CC(=C1)F)C (5,7-Difluoro-1-methylnaphthalene). RXN SMILES: [C:1]1([C:7](C2C=CC=CC=2)(C2C=CC=CC=2)O)[CH:6]=[CH:5][CH:4]=[CH:3][CH:2]=1.FC(F)(F)C(O[C:26](=O)[C:27]([F:30])(F)F)=O.[F:34][C:35](F)(F)[C:36](O)=O>>[F:30][C:27]1[CH:26]=[C:35]([F:34])[CH:36]=[C:6]2[C:5]=1[CH:4]=[CH:3][CH:2]=[C:1]2[CH3:7]. Procedure details: 2.5 g of 5,7-Difluoro-1-methyl-tetralol, 3.6 g of triphenylmethanol and 2.6 g of trifluoroacetic acid anhydride are refluxed for 5 hours in 16 ml of trifluoroacetic acid. The mixture is poured onto ice-water and extracted with dichloromethane. The organic phase is washed neutral with sodium bicarbonate solution, dried and concentrated. The oily crude product can be purified by chromatography over silica gel (eluant:hexane). Reactants: C(=O)N1CCN(CC1)C(N)=S (4-formyl-1-piperazinecarbothioamide), CI (methyliodide). The solvent is CO (methanol). Product: I (hydroiodide), C(=O)N1CCN(CC1)C(SC)=N (4-formyl-1-[imino(methylthio)methyl]piperazine). Reaction SMILES: [CH:1]([N:3]1[CH2:8][CH2:7][N:6]([C:9](=[S:11])[NH2:10])[CH2:5][CH2:4]1)=[O:2].[CH3:12][I:13]>CO>[IH:13].[CH:1]([N:3]1[CH2:8][CH2:7][N:6]([C:9](=[NH:10])[S:11][CH3:12])[CH2:5][CH2:4]1)=[O:2]. Reported procedure: 25.5 g of 4-formyl-1-piperazinecarbothioamide are suspended in 80 ml of methanol, treated with 22 g of methyliodide and refluxed. Within ca.10 minutes a clear solution is obtained. The mixture is cooled to room temperature. The solvent is evaporated. Crystalline hydroiodide of 4-formyl-1-[imino(methylthio)methyl]piperazine is obtained. The reactants are ClC1=CC=C(C=N1)OC1CCN(CC1)C(=O)OC(C)(C)C (tert-butyl 4-((6-chloropyridin-3-yl)oxy)piperidine-1-carboxylate), C1(CC1)NC(=O)C=1C=C2C=CNC2=CC1 (N-cyclopropyl-1H-indole-5-carboxamide). The product is C(C)(C)(C)OC(=O)N1CCC(CC1)OC=1C=NC(=CC1)N1C=CC2=CC(=CC=C12)C(NC1CC1)=O (tert-Butyl-4-((6-(5-(cyclopropylcarbamoyl)-1H-indol-1-yl)pyridin-3-yl)oxy)piperidine-1-carboxylate). Reaction SMILES: Cl[C:2]1[N:7]=[CH:6][C:5]([O:8][CH:9]2[CH2:14][CH2:13][N:12]([C:15]([O:17][C:18]([CH3:21])([CH3:20])[CH3:19])=[O:16])[CH2:11][CH2:10]2)=[CH:4][CH:3]=1.[CH:22]1([NH:25][C:26]([C:28]2[CH:29]=[C:30]3[C:34](=[CH:35][CH:36]=2)[NH:33][CH:32]=[CH:31]3)=[O:27])[CH2:24][CH2:23]1>>[C:18]([O:17][C:15]([N:12]1[CH2:13][CH2:14][CH:9]([O:8][C:5]2[CH:6]=[N:7][C:2]([N:33]3[C:34]4[C:30](=[CH:29][C:28]([C:26](=[O:27])[NH:25][CH:22]5[CH2:24][CH2:23]5)=[CH:36][CH:35]=4)[CH:31]=[CH:32]3)=[CH:3][CH:4]=2)[CH2:10][CH2:11]1)=[O:16])([CH3:21])([CH3:20])[CH3:19]. Procedure details: The title compound was prepared by following the similar procedure as described in Example-1 by using tert-butyl 4-((6-chloropyridin-3-yl)oxy)piperidine-1-carboxylate (intermediate-6) and N-cyclopropyl-1H-indole-5-carboxamide (intermediate-11). The reactants are C(C)(CC)C=1C=CC=2CC3=CC=4C(C5=CC(=CC=C5CC4C=C3C(C2C1)=O)C(C)CC)=O (3,10-di-sec-butyl-7,14-dihydropentacene-5,12-dione). Solvent: COCCOCCOC (2-methoxyethyl ether). Run at temperature 60 celsius, time 30 minute. Yields the product C(C)(CC)C1=CC2=CC3=CC4=CC5=CC=C(C=C5C=C4C=C3C=C2C=C1)C(C)CC (2,9-di-sec-butylpentacene). RXN SMILES: [CH:1]([C:5]1[CH:6]=[CH:7][C:8]2[CH2:9][C:10]3[C:23]([C:24](=O)[C:25]=2[CH:26]=1)=[CH:22][C:21]1[CH2:20][C:19]2[C:14](=[CH:15][C:16]([CH:28]([CH2:30][CH3:31])[CH3:29])=[CH:17][CH:18]=2)[C:13](=O)[C:12]=1[CH:11]=3)([CH2:3][CH3:4])[CH3:2]>COCCOCCOC>[CH:1]([C:5]1[CH:6]=[CH:7][C:8]2[C:25](=[CH:24][C:23]3[C:10]([CH:9]=2)=[CH:11][C:12]2[C:21](=[CH:20][C:19]4[C:14]([CH:13]=2)=[CH:15][C:16]([CH:28]([CH2:30][CH3:31])[CH3:29])=[CH:17][CH:18]=4)[CH:22]=3)[CH:26]=1)([CH2:3][CH3:4])[CH3:2]. Procedure: A mixture of 2 grams of 3,10-di-sec-butyl-7,14-dihydropentacene-5,12-dione and 45.3 mL of 2-methoxyethyl ether was stirred and flushed with nitrogen for 15 minutes. To this was added 1.52 grams of sodium borohydride and the mixture was heated to 60° C. overnight. The mixture was cooled to room temperature. To the mixture was added 0.4 grams of sodium borohydride and stirring was continued for 30 minutes. To the mixture was added 15 mL of isopropyl alcohol and stirring was continued at room tempe...